The task is: describe an organic reaction: reactants, conditions, products, and yield. This data is from the Open Reaction Database (ORD), a public repository of structured organic reaction records. The product is Cl.Cl.N[C@H](CNC=1C=C(C(=O)NC2=C(C(=CC=C2)C)C)C=CC1)CS (3-[2(R)-Amino-3-mercaptopropyl-amino]N-(2,3-dimethylphenyl)benzamide dihydrochloride). The reactants are C(C)(C)(C)OC(=O)N[C@H](CNC=1C=C(C(=O)NC2=C(C(=CC=C2)C)C)C=CC1)CSC(C1=CC=CC=C1)(C1=CC=CC=C1)C1=CC=CC=C1 (3-[2(R)-(t-butyloxycarbonylamino)-3-(triphenylmethyl-mercapto)propylamino ]-N-(2, 3-dimethylphenyl)benzamide), C(C)[SiH](CC)CC (triethylsilane), FC(C(=O)O)(F)F (trifluoroacetic acid), C(Cl)Cl (methylene chloride). Reaction SMILES: C(OC([NH:8][C@@H:9]([CH2:29][S:30]C(C1C=CC=CC=1)(C1C=CC=CC=1)C1C=CC=CC=1)[CH2:10][NH:11][C:12]1[CH:13]=[C:14]([CH:26]=[CH:27][CH:28]=1)[C:15]([NH:17][C:18]1[CH:23]=[CH:22][CH:21]=[C:20]([CH3:24])[C:19]=1[CH3:25])=[O:16])=O)(C)(C)C.C([SiH](CC)CC)C.FC(F)(F)C(O)=O.C(Cl)[Cl:65]>>[ClH:65].[ClH:65].[NH2:8][C@@H:9]([CH2:29][SH:30])[CH2:10][NH:11][C:12]1[CH:13]=[C:14]([CH:26]=[CH:27][CH:28]=1)[C:15]([NH:17][C:18]1[CH:23]=[CH:22][CH:21]=[C:20]([CH3:24])[C:19]=1[CH3:25])=[O:16] |f:4.5.6|. Conditions: time 45 minute. Procedure details: To a solution of 3 (0.410 g ) in 10 mL of methylene chloride was added triethylsilane (0.200 g ) and 5 mL of trifluoroacetic acid. The solution was stirred for 45 min, evaporated in vacuo, and partitioned with hexane and 0.1% trifluoroacetic acid in water:methanol 2:1. The 0.1% trifluoroacetic acid/water: methanol solution was injected directly onto a Delta-Pak (C-18, 100 Å, 15 mm, 40mm×100mm) prep HPLC column. The gradient at 40 mL/min. was 100%A (0.1% trifluoroacetic acid/water) for 5 min. fol... The solvent is C(C)(=O)OCC (ethyl acetate), CN(C)C=O (DMF). The reactants are O (Water), C(C)(=O)O.C(C)OC1=C(C=C2CCNCC2=C1)OCC1=CC=CC=C1 (7-ethoxy-6-benzyloxytetrahydroisoquinoline acetate), CCN(C(C)C)C(C)C (Hunig's base), COC=1C=C(CCl)C=C(C1OC)OC (3,4,5-trimethoxybenzyl chloride). Yields the product C(C)OC1=C(CC2CCN(CC2=C1)CC1=CC(=C(C(=C1)OC)OC)OC)OCC1=CC=CC=C1 (7-Ethoxy-6-benzyloxy-2-(3,4,5-trimethoxybenzyl)-tetrahydroisoquinoline). Procedure details: A solution of 7-ethoxy-6-benzyloxytetrahydroisoquinoline acetate (293 mg, 0.86 mmol), Hunig's base (0.325 mL, 1.96 mmol) and 3,4,5-trimethoxybenzyl chloride (247 mg, 1.14 mmol) in DMF (8 mL) were heated to 80° C. overnight. Water and ethyl acetate (50 mL each) were then added to the cooled solution, the organic layer separated and washed with water (5×), brine, dried and evaporated. The desired product was isolated by column chromatography (3:2 hexane/ethyl acetate) to give the product as a clea... Reaction SMILES: C(O)(=O)C.[CH2:5]([O:7][C:8]1[CH:17]=[C:16]2[C:11]([CH2:12][CH2:13][NH:14][CH2:15]2)=[CH:10][C:9]=1[O:18][CH2:19][C:20]1[CH:25]=[CH:24][CH:23]=[CH:22][CH:21]=1)[CH3:6].CCN(C(C)C)C(C)C.[CH3:35][O:36][C:37]1[CH:38]=[C:39]([CH:42]=[C:43]([O:47][CH3:48])[C:44]=1[O:45][CH3:46])[CH2:40]Cl.O>CN(C=O)C.C(OCC)(=O)C>[CH2:5]([O:7][C:8]1[CH:17]=[C:16]2[CH:11]([CH2:12][CH2:13][N:14]([CH2:40][C:39]3[CH:42]=[C:43]([O:47][CH3:48])[C:44]([O:45][CH3:46])=[C:37]([O:36][CH3:35])[CH:38]=3)[CH2:15]2)[CH2:10][C:9]=1[O:18][CH2:19][C:20]1[CH:25]=[CH:24][CH:23]=[CH:22][CH:21]=1)[CH3:6] |f:0.1|. Reactants: [NH4+].[Cl-] (NH4Cl), C(CC(=O)OC)(=O)OC (dimethyl malonate), [H-].[Na+] (NaH), BrCC1=CC=C(C=C1)Br (4-bromomethyl bromobenzene). Run in O (H2O), CN(C)C=O (DMF). Reaction conditions: time 6 hour. Product: BrC1=CC=C(CC(CO)(CO)CC2=CC=C(C=C2)Br)C=C1 (2,2-bis(4-bromobenzyl)-1,3-propanediol). Yield: 91.8%. Reaction SMILES: [C:1]([O:8]C)(=O)[CH2:2][C:3]([O:5]C)=O.[H-].[Na+].Br[CH2:13][C:14]1[CH:19]=[CH:18][C:17]([Br:20])=[CH:16][CH:15]=1.[NH4+].[Cl-]>CN(C=O)C.O>[Br:20][C:17]1[CH:18]=[CH:19][C:14]([CH2:13][C:2]([CH2:13][C:14]2[CH:19]=[CH:18][C:17]([Br:20])=[CH:16][CH:15]=2)([CH2:1][OH:8])[CH2:3][OH:5])=[CH:15][CH:16]=1 |f:1.2,4.5|. Reported procedure: To dimethyl malonate (6.60 g, 50 mmol) in DMF (100 mL) was added NaH (2.00 g, 50 mmol) and 4-bromomethyl bromobenzene (25 g, 100 mmol). After a period of 6 h at room temperature, 200 mL of saturated NH4Cl and 200 mL of H2O were added. The crude product was extracted with a mixture of toluene and ether, dried over Na2SO4, filtered and evaporated. To the oil dissolved in THF (300 mL) at 0° C. LAH (4.5 g) was added. After a period of 2 h at room temperature, the reaction was quenched with 20 mL of ... Starting materials: ClCCl, O=[Cr](=O)([O-])Cl, CS(=O)(=O)Nc1ccc(CO)c2ccoc12, c1cc[nH+]cc1. Product: CS(=O)(=O)Nc1ccc(C=O)c2ccoc12. Reaction SMILES: [Cl:28][CH2:29][Cl:30].[O:1]=[Cr:2]([Cl:3])([O-:4])=[O:5].[OH:12][CH2:13][c:14]1[cH:15][cH:16][c:17]([NH:23][S:24](=[O:25])(=[O:26])[CH3:27])[c:18]2[c:19]1[cH:20][cH:21][o:22]2.[nH+:6]1[cH:7][cH:8][cH:9][cH:10][cH:11]1>>[O:12]=[CH:13][c:14]1[cH:15][cH:16][c:17]([NH:23][S:24](=[O:25])(=[O:26])[CH3:27])[c:18]2[c:19]1[cH:20][cH:21][o:22]2. Starting materials: NC1=CC=C(C=C1)S (p-Aminothiophenol), 4-((3,6-dichloro-2-pyridinyl)methylio)benzenamine, [OH-].[Na+] (sodium hydroxide), ClC=1C(=NC(=CC1)Cl)CCl (3,6-dichloro-2-chloromethylpyridine). Run in CS(=O)C (dimethylsulfoxide), CS(=O)C (dimethylsulfoxide), CS(=O)C (dimethylsulfoxide). Reaction conditions: time 15 hour. Product: ClC=1C(=NC(=CC1)Cl)CSC1=CC=C(C=C1)N (4-((3,6-dichloro-2-pyridinyl)methylthio)benzenamine). As a reaction SMILES: [NH2:1][C:2]1[CH:7]=[CH:6][C:5]([SH:8])=[CH:4][CH:3]=1.[OH-].[Na+].[Cl:11][C:12]1[C:13]([CH2:19]Cl)=[N:14][C:15]([Cl:18])=[CH:16][CH:17]=1>CS(C)=O>[Cl:11][C:12]1[C:13]([CH2:19][S:8][C:5]2[CH:6]=[CH:7][C:2]([NH2:1])=[CH:3][CH:4]=2)=[N:14][C:15]([Cl:18])=[CH:16][CH:17]=1 |f:1.2|. Reported procedure: p-Aminothiophenol (6.25 grams; 0.05 mole) was dissolved in 40 ml. of dimethylsulfoxide and powdered dry sodium hydroxide (2.0 grams; 0.05 mole) added thereto. The resulting mixture was warmed slightly, stirred and an additional 20 ml. of dimethylsulfoxide added thereto to clear the solution. A solution of 3,6-dichloro-2-chloromethylpyridine (8.6 grams; 0.05 mole) in 20 ml. of dimethylsulfoxide was added thereto slowly, with stirring, over a period of about one hour. The temperature of the reacti... Starting materials: 117.6g, [Br-].[K+] (potassium bromide), 118.1g, C(CCC)OCCO (ethylene glycol butyl ether), 200g, ClCC(=O)O (chloroacetic acid), 142.8g, S(O)(O)(=O)=O (sulfuric acid). The solvent is C1(=CC=CC=C1)C (toluene), O (water). Product: 225.1g, BrCC(=O)OCCOCCCC (2-n-butoxyethyl bromoacetate). Isolated yield 94.1%. Reaction SMILES: Cl[CH2:2][C:3]([OH:5])=[O:4].[Br-:6].[K+].S(=O)(=O)(O)O.[CH2:13]([O:17][CH2:18][CH2:19]O)[CH2:14][CH2:15][CH3:16]>C1(C)C=CC=CC=1.O>[Br:6][CH2:2][C:3]([O:5][CH2:19][CH2:18][O:17][CH2:13][CH2:14][CH2:15][CH3:16])=[O:4] |f:1.2|. Procedure details: 94.5g (1 mol) of chloroacetic acid, 142.8g (1.2 mol) of potassium bromide, 117.6g (1.2 mol) of sulfuric acid, 75 ml of water, 200g of toluene and 118.1g (1 mol) of ethylene glycol butyl ether were used and treated in a similar way as described in Example 3. 225.1g (94.1% of theory) of 2-n-butoxyethyl bromoacetate were obtained. Bp. = 123° ~ 124° C/3 mmHg, nD25 = 1.4572, D420 = 1.6450. 161.4g (98.9%) of potassium hydrogen sulfate was isolated. Product: O=C(c1ccc(F)cc1)C1CCN(CCn2c(=O)nc3n(c2=O)CCCC3)CC1. Reactants: O=C(c1ccc(F)cc1)C1CCN(CCO)CC1, CCOC(=O)N=NC(=O)OCC, C1CCOC1, c1ccc(P(c2ccccc2)c2ccccc2)cc1, O=c1nc2n(c(=O)[nH]1)CCCC2. RXN SMILES: [F:13][c:14]1[cH:15][cH:16][c:17]([C:18](=[O:19])[CH:20]2[CH2:21][CH2:22][N:23]([CH2:26][CH2:27][OH:28])[CH2:24][CH2:25]2)[cH:29][cH:30]1.[O:50]=[C:51]([O:52][CH2:53][CH3:54])[N:55]=[N:56][C:57]([O:58][CH2:59][CH3:60])=[O:61].[O:62]1[CH2:63][CH2:64][CH2:65][CH2:66]1.[c:31]1([P:32]([c:33]2[cH:34][cH:35][cH:36][cH:37][cH:38]2)[c:39]2[cH:40][cH:41][cH:42][cH:43][cH:44]2)[cH:45][cH:46][cH:47][cH:48][cH:49]1.[n:1]1[c:2]2[n:3]([c:4](=[O:8])[nH:5][c:6]1=[O:7])[CH2:9][CH2:10][CH2:11][CH2:12]2>>[n:1]1[c:2]2[n:3]([c:4](=[O:8])[n:5]([CH2:27][CH2:26][N:23]3[CH2:22][CH2:21][CH:20]([C:18]([c:17]4[cH:16][cH:15][c:14]([F:13])[cH:30][cH:29]4)=[O:19])[CH2:25][CH2:24]3)[c:6]1=[O:7])[CH2:9][CH2:10][CH2:11][CH2:12]2. Reactants: Br, CC(=O)Nc1ccc(S(=O)(=O)Cl)cc1, CC(N)C(=O)N1CCCC1C(=O)Nc1ccccc1. Yields the product CC(=O)Nc1ccc(S(=O)(=O)NC(C)C(=O)N2CCCC2C(=O)Nc2ccccc2)cc1. As a reaction SMILES: [BrH:1].[C:21]([CH3:22])(=[O:23])[NH:24][c:25]1[cH:26][cH:27][c:28]([S:31](=[O:32])(=[O:33])[Cl:34])[cH:29][cH:30]1.[NH2:2][CH:3]([CH3:4])[C:5](=[O:6])[N:7]1[CH:8]([C:9](=[O:10])[NH:11][c:12]2[cH:13][cH:14][cH:15][cH:16][cH:17]2)[CH2:18][CH2:19][CH2:20]1>>[NH:2]([CH:3]([CH3:4])[C:5](=[O:6])[N:7]1[CH:8]([C:9](=[O:10])[NH:11][c:12]2[cH:13][cH:14][cH:15][cH:16][cH:17]2)[CH2:18][CH2:19][CH2:20]1)[S:31]([c:28]1[cH:27][cH:26][c:25]([NH:24][C:21]([CH3:22])=[O:23])[cH:30][cH:29]1)(=[O:32])=[O:33]. Procedure: N,N′-di-tert-butyl acetamidine was synthesized as follows. Anhydrous FeCl3 (1.04 mol.) was suspended in 1 L of CH2Cl2 under N2 at room temperature. The suspension was cooled to −40 to −50° C. and acetonitrile (1 mol) was quickly added with stirring. While the solution was cooled below −70° C., tert-butyl chloride (1.04 mol) was added, followed by tert-butylamine (1.05 mol). The solution was then left stirring at −70° C. for a few hours and then warmed up to −20° C., followed by pouring it into a... Yields the product C(C)(C)(C)NC(C)=NC(C)(C)C (N,N′-di-tert-butyl acetamidine), amidine. Solvent: O (water), C(Cl)Cl (CH2Cl2). RXN SMILES: [C:1](#[N:3])[CH3:2].[C:4](Cl)([CH3:7])([CH3:6])[CH3:5].[C:9]([NH2:13])([CH3:12])([CH3:11])[CH3:10].[OH-].[Na+]>C(Cl)Cl.O>[C:4]([NH:3][C:1](=[N:13][C:9]([CH3:12])([CH3:11])[CH3:10])[CH3:2])([CH3:7])([CH3:6])[CH3:5] |f:3.4|. The reactants are C(C)(C)(C)N (tert-butylamine), C(C)(C)(C)Cl (tert-butyl chloride), FeCl3, C(C)#N (acetonitrile), [OH-].[Na+] (NaOH). Conditions: temperature -45 celsius. RXN SMILES: Br[C:2]1[S:3][C:4]([NH:33]C(=O)OC(C)(C)C)=[C:5]([C:7](=[O:32])[NH:8][C:9]2[CH:10]=[N:11][N:12]([CH3:31])[C:13]=2[C@@H:14]2[CH2:20][CH2:19][C@@H:18]([NH:21]C(OC(C)(C)C)=O)[C@@H:17]([O:29][CH3:30])[CH2:16][O:15]2)[N:6]=1.[F:41][C:42]1[CH:47]=[CH:46][CH:45]=[C:44]([CH3:48])[C:43]=1B(O)O>>[NH2:33][C:4]1[S:3][C:2]([C:43]2[C:44]([CH3:48])=[CH:45][CH:46]=[CH:47][C:42]=2[F:41])=[N:6][C:5]=1[C:7]([NH:8][C:9]1[CH:10]=[N:11][N:12]([CH3:31])[C:13]=1[C@@H:14]1[CH2:20][CH2:19][C@@H:18]([NH2:21])[C@@H:17]([O:29][CH3:30])[CH2:16][O:15]1)=[O:32]. Reactants: BrC=1SC(=C(N1)C(NC=1C=NN(C1[C@H]1OC[C@@H]([C@@H](CC1)NC(=O)OC(C)(C)C)OC)C)=O)NC(OC(C)(C)C)=O (tert-butyl N-[2-bromo-4-[[5-[(2S,5R,6R)-5-(tert-butoxycarbonylamino)-6-methoxy-oxepan-2-yl]-1-methyl-pyrazol-4-yl]carbamoyl]thiazol-5-yl]carbamate), BrC=1SC(=C(N1)C(NC=1C=NN(C1[C@H]1OC[C@@H]([C@@H](CC1)NC(=O)OC(C)(C)C)OC)C)=O)NC(OC(C)(C)C)=O (tert-butyl N-[2-bromo-4-[[5-[(2S,5R,6R)-5-(tert-butoxycarbonylamino)-6-methoxy-oxepan-2-yl]-1-methyl-pyrazol-4-yl]carbamoyl]thiazol-5-yl]carbamate), FC1=C(C(=CC=C1)C)B(O)O ((2-fluoro-6-methylphenyl)boronic acid). Procedure details: Following the procedure for Example 101 starting from tert-butyl N-[2-bromo-4-[[5-[(2S,5R,6R)-5-(tert-butoxycarbonylamino)-6-methoxy-oxepan-2-yl]-1-methyl-pyrazol-4-yl]carbamoyl]thiazol-5-yl]carbamate (Intermediate 98), and replacing 3,6-dihydro-2H-pyran-4-boronic acid pinacol ester with (2-fluoro-6-methylphenyl)boronic acid gave 269. 1H NMR (400 MHz, DMSO-d6) δ 9.44 (s, 1H), 7.88 (s, 1H), 7.48-7.33 (m, 3H), 7.25-7.13 (m, 2H), 5.05 (t, J=5.3 Hz, 1H), 3.77-3.63 (m, 5H), 3.34-3.25 (m, 1H), 3.26-3.... The product is NC1=C(N=C(S1)C1=C(C=CC=C1C)F)C(=O)NC=1C=NN(C1[C@H]1OC[C@@H]([C@@H](CC1)N)OC)C (5-amino-N-(5-((2S,5R,6R)-5-amino-6-methoxyoxepan-2-yl)-1-methyl-1H-pyrazol-4-yl)-2-(2-fluoro-6-methylphenyl)thiazole-4-carboxamide).